Dataset: the Open Reaction Database (ORD), a public repository of structured organic reaction records. Task: describe an organic reaction: reactants, conditions, products, and yield The reactants are C1(=CC=C(C=C1)S(=O)(=O)Cl)C (p-toluenesulfonyl chloride), C(C1=CC=CC=C1)OC=1C=CC=2C3=C(C=NC2C1)N=C(N3NC(C)C)COCC (N-(7-benzyloxy-2-ethoxymethyl-1H-imidazo[4,5-c]quinolin-1-yl)isopropylamine), 5-N-oxide, [OH-].[NH4+] (ammonium hydroxide), 4-amine. Solvent: O (water), C(Cl)(Cl)Cl (CHCl3), C(Cl)(Cl)Cl (CHCl3). Run at time 3 hour. The product is C(C1=CC=CC=C1)OC=1C=CC=2C3=C(C(=NC2C1)N)N=C(N3NC(C)C)COCC (7-benzyloxy-2-ethoxymethyl-N1-isopropyl-1H-imidazo[4,5-c]quinoline-1,4-diamine). RXN SMILES: [CH2:1]([O:8][C:9]1[CH:10]=[CH:11][C:12]2[C:13]3[N:21]([NH:22][CH:23]([CH3:25])[CH3:24])[C:20]([CH2:26][O:27][CH2:28][CH3:29])=[N:19][C:14]=3[CH:15]=[N:16][C:17]=2[CH:18]=1)[C:2]1[CH:7]=[CH:6][CH:5]=[CH:4][CH:3]=1.[OH-].[NH4+:31].C1(C)C=CC(S(Cl)(=O)=O)=CC=1>C(Cl)(Cl)Cl.O>[CH2:1]([O:8][C:9]1[CH:10]=[CH:11][C:12]2[C:13]3[N:21]([NH:22][CH:23]([CH3:25])[CH3:24])[C:20]([CH2:26][O:27][CH2:28][CH3:29])=[N:19][C:14]=3[C:15]([NH2:31])=[N:16][C:17]=2[CH:18]=1)[C:2]1[CH:3]=[CH:4][CH:5]=[CH:6][CH:7]=1 |f:1.2|. Procedure: A solution of N-(7-benzyloxy-2-ethoxymethyl-1H-imidazo[4,5-c]quinolin-1-yl)isopropylamine (6.63 g, 17.0 mmol) in 90 mL of CHCl3 was treated with MPCBA (6.29 g, 25.5 mmol, 70%). After 3 h, HPLC and LC/MS indicated complete conversion to the intermediate 5-N-oxide. The reaction mixture was then treated with concentrated ammonium hydroxide solution (30 mL, 30%). The biphasic reaction mixture was stirred vigorously while p-toluenesulfonyl chloride (3.40 g, 17.9 mmol) was added. After 45 min, LC/MS i... Reported procedure: To a solution of the compound (0.39 g) obtained in Example 404 in THF (10 ml), methyl isocyanate (0.12 ml) was added, and the reaction mixture was stirred at room temperature for 17 hours. The solvent was evaporated under reduced pressure, and then the obtained residue was isolated and purified by silica gel column chromatography (ethyl acetate) to obtain the title compound as colorless crystals (0.27 g, 61%). Run at time 17 hour. Reaction SMILES: [CH2:1]([C@H:8]1[C@@H:13]([O:14][CH2:15][C:16]2[CH:21]=[C:20]([C:22]([F:25])([F:24])[F:23])[CH:19]=[C:18]([C:26]([F:29])([F:28])[F:27])[CH:17]=2)[CH2:12][CH2:11][NH:10][CH2:9]1)[C:2]1[CH:7]=[CH:6][CH:5]=[CH:4][CH:3]=1.[CH3:30][N:31]=[C:32]=[O:33]>C1COCC1>[CH2:1]([C@H:8]1[C@@H:13]([O:14][CH2:15][C:16]2[CH:17]=[C:18]([C:26]([F:29])([F:27])[F:28])[CH:19]=[C:20]([C:22]([F:23])([F:24])[F:25])[CH:21]=2)[CH2:12][CH2:11][N:10]([C:32]([NH:31][CH3:30])=[O:33])[CH2:9]1)[C:2]1[CH:7]=[CH:6][CH:5]=[CH:4][CH:3]=1. Solvent: C1CCOC1 (THF). Reactants: C(C1=CC=CC=C1)[C@@H]1CNCC[C@@H]1OCC1=CC(=CC(=C1)C(F)(F)F)C(F)(F)F (cis-3-Benzyl-4-[[3,5-bis(trifluoromethyl)benzyl]oxy]piperidine), CN=C=O (methyl isocyanate). The yield is 61.0%. Yields the product C(C1=CC=CC=C1)[C@@H]1CN(CC[C@@H]1OCC1=CC(=CC(=C1)C(F)(F)F)C(F)(F)F)C(=O)NC (cis-3-Benzyl-4-[[3,5-bis(trifluoromethyl)benzyl]oxy]-N-methyl-1-piperidinecarboxamide).